From a dataset of the Open Reaction Database (ORD), a public repository of structured organic reaction records. describe an organic reaction: reactants, conditions, products, and yield Starting materials: C(=O)(C(F)(F)F)O (TFA), C(C)OC1=C(C(=CC(=C1)C(=O)OC(C)(C)C)OCC)C1=CC=C(C=C1)C(=O)OC (4-tert-butyl 4′-methyl 2,6-diethoxybiphenyl-4,4′-dicarboxylate). The solvent is C(Cl)(Cl)Cl (CHCl3). Conditions: time 8 hour. Product: C(C)OC1=C(C(=CC(=C1)C(=O)O)OCC)C1=CC=C(C=C1)C(=O)OC (2,6-Diethoxy-4′-(methoxycarbonyl)biphenyl-4-carboxylic acid). RXN SMILES: C(O)(C(F)(F)F)=O.[CH2:8]([O:10][C:11]1[CH:16]=[C:15]([C:17]([O:19]C(C)(C)C)=[O:18])[CH:14]=[C:13]([O:24][CH2:25][CH3:26])[C:12]=1[C:27]1[CH:32]=[CH:31][C:30]([C:33]([O:35][CH3:36])=[O:34])=[CH:29][CH:28]=1)[CH3:9]>C(Cl)(Cl)Cl>[CH2:25]([O:24][C:13]1[CH:14]=[C:15]([C:17]([OH:19])=[O:18])[CH:16]=[C:11]([O:10][CH2:8][CH3:9])[C:12]=1[C:27]1[CH:28]=[CH:29][C:30]([C:33]([O:35][CH3:36])=[O:34])=[CH:31][CH:32]=1)[CH3:26]. Procedure: TFA (4 ml) was added to a stirred solution of 4-tert-butyl 4′-methyl 2,6-diethoxybiphenyl-4,4′-dicarboxylate (850 mg, 2.12 mmol) in CHCl3 (2 ml) and the reaction mixture was stirred at room temperature overnight. After the solvents were removed under reduced pressure, CHCl3 and MeOH were added to the residue. The solvents were removed under reduced pressure again, and the residue was dried in vacuo to give the crude intended compound as a colorless solid. Thus obtained crude product was used in ...